Task: describe an organic reaction: reactants, conditions, products, and yield. Dataset: the Open Reaction Database (ORD), a public repository of structured organic reaction records Starting materials: CC(N)COc1ccc(C#N)cc1, ClCCl, CN1CCCCC1, Cc1ccc(COC(=O)NC(C(=O)O)C(C)C)cc1, CC(C)COC(=O)Cl, O. Yields the product Cc1ccc(COC(=O)NC(C(=O)NC(C)COc2ccc(C#N)cc2)C(C)C)cc1. RXN SMILES: [C:35](#[N:36])[c:37]1[cH:38][cH:39][c:40]([O:41][CH2:42][CH:43]([CH3:44])[NH2:45])[cH:46][cH:47]1.[CH2:48]([Cl:49])[Cl:50].[CH3:1][N:2]1[CH2:3][CH2:4][CH2:5][CH2:6][CH2:7]1.[CH3:8][c:9]1[cH:10][cH:11][c:12]([CH2:13][O:14][C:15](=[O:16])[NH:17][CH:18]([CH:19]([CH3:20])[CH3:21])[C:22](=[O:23])[OH:24])[cH:25][cH:26]1.[Cl:27][C:28]([O:29][CH2:30][CH:31]([CH3:32])[CH3:33])=[O:34].[OH2:51]>>[CH3:8][c:9]1[cH:10][cH:11][c:12]([CH2:13][O:14][C:15](=[O:16])[NH:17][CH:18]([CH:19]([CH3:20])[CH3:21])[C:22](=[O:24])[NH:45][CH:43]([CH2:42][O:41][c:40]2[cH:39][cH:38][c:37]([C:35]#[N:36])[cH:47][cH:46]2)[CH3:44])[cH:25][cH:26]1. Reactants: COC(C1=CN=C(C=C1)OCC=1C(=NOC1C=O)C1=CC(=C(C=C1)F)F)=O (6-[3-(3,4-Difluoro-phenyl)-5-formyl-isoxazol-4-ylmethoxy]-nicotinic acid methyl ester), [BH4-].[Na+] (sodium borohydride), C(CC(O)(C(=O)O)CC(=O)O)(=O)O (citric acid), C(C)(=O)OCC (ethyl acetate). The solvent is CO (methanol). Product: COC(C1=CN=C(C=C1)OCC=1C(=NOC1CO)C1=CC(=C(C=C1)F)F)=O (6-[3-(3,4-Difluoro-phenyl)-5-hydroxymethyl-isoxazol-4-ylmethoxy]-nicotinic acid methyl ester). Isolated yield 85.3%. RXN SMILES: [CH3:1][O:2][C:3](=[O:27])[C:4]1[CH:9]=[CH:8][C:7]([O:10][CH2:11][C:12]2[C:13]([C:19]3[CH:24]=[CH:23][C:22]([F:25])=[C:21]([F:26])[CH:20]=3)=[N:14][O:15][C:16]=2[CH:17]=[O:18])=[N:6][CH:5]=1.[BH4-].[Na+].C(O)(=O)CC(CC(O)=O)(C(O)=O)O.C(OCC)(=O)C>CO>[CH3:1][O:2][C:3](=[O:27])[C:4]1[CH:9]=[CH:8][C:7]([O:10][CH2:11][C:12]2[C:13]([C:19]3[CH:24]=[CH:23][C:22]([F:25])=[C:21]([F:26])[CH:20]=3)=[N:14][O:15][C:16]=2[CH2:17][OH:18])=[N:6][CH:5]=1 |f:1.2|. Reported procedure: 6-[3-(3,4-Difluoro-phenyl)-5-formyl-isoxazol-4-ylmethoxy]-nicotinic acid methyl ester (3.50 g, 9.35 mmol) in methanol (125 mL) was treated with sodium borohydride (737 mg, 18.7 mmol) for 30 min at room temperature. Addition of aqueous citric acid solution (10%, 300 mL) and extraction with ethyl acetate afforded the title compound (3.0 g, 85%) as a white solid. MS: m/e=377.2 [M+H]+. The reactants are C(CC(C)C)(=O)Cl (isovaleric acid chloride), NC1=CC=2C=3N(C(NC2C=C1)=O)CCN3 (9-amino-5-oxo-2,3,5,6-tetrahydroimidazo-[1,2-c]-quinazoline). Solvent: N1=CC=CC=C1 (pyridine), CCOCC (ether). Reaction conditions: time 8 hour. The product is C(CC(C)C)(=O)NC1=CC=2C=3N(C(NC2C=C1)=O)CCN3 (9-Isovaleroylamino-5-oxo-2,3,5,6-tetrahydroimidazo-[1,2-c]-quinazoline). Reaction SMILES: [C:1](Cl)(=[O:6])[CH2:2][CH:3]([CH3:5])[CH3:4].[NH2:8][C:9]1[CH:18]=[CH:17][C:16]2[NH:15][C:14](=[O:19])[N:13]3[CH2:20][CH2:21][N:22]=[C:12]3[C:11]=2[CH:10]=1>N1C=CC=CC=1.CCOCC>[C:1]([NH:8][C:9]1[CH:18]=[CH:17][C:16]2[NH:15][C:14](=[O:19])[N:13]3[CH2:20][CH2:21][N:22]=[C:12]3[C:11]=2[CH:10]=1)(=[O:6])[CH2:2][CH:3]([CH3:5])[CH3:4]. Procedure: 2.5 g (0.02 mol) of isovaleric acid chloride were added to 2.02 g (0.01 mol) of 9-amino-5-oxo-2,3,5,6-tetrahydroimidazo-[1,2-c]-quinazoline in 30 ml of absolute pyridine, and the mixture was stirred for 8 hours at room temperature. The mixture was then diluted with ether, and the precipitated crystals were separated off. The crystals were dissolved in water, the aqueous solution was purified with active charcoal and the free base was then precipitated by the addition of ammonia. It was filtered ... RXN SMILES: [Br-].[C:2]([C:5]1[CH:6]=[N+:7]([CH2:25][C:26]2[CH:31]=[CH:30][CH:29]=[CH:28][C:27]=2[CH3:32])[CH:8]=[CH:9][C:10]=1[CH2:11][CH:12]1[C:23](=[O:24])[C:22]2[C:14](=[CH:15][C:16]3[O:20][CH2:19][O:18][C:17]=3[CH:21]=2)[CH2:13]1)(=[O:4])[CH3:3].C1C(C(N)=O)=CN(CC2C=CC=CC=2)C=C1>>[C:2]([C:5]1[CH:10]([CH2:11][CH:12]2[C:23](=[O:24])[C:22]3[C:14](=[CH:15][C:16]4[O:20][CH2:19][O:18][C:17]=4[CH:21]=3)[CH2:13]2)[CH:9]=[CH:8][N:7]([CH2:25][C:26]2[CH:31]=[CH:30][CH:29]=[CH:28][C:27]=2[CH3:32])[CH:6]=1)(=[O:4])[CH3:3] |f:0.1|. Starting materials: [Br-].C(C)(=O)C=1C=[N+](C=CC1CC1CC2=CC3=C(OCO3)C=C2C1=O)CC1=C(C=CC=C1)C (6-[[3-acetyl-1-(o-tolylmethyl)pyridin-1-ium-4-yl]methyl]-5,6-dihydrocyclopenta[f][1,3]benzodioxol-7-one bromide), C1C=CN(C=C1C(=O)N)CC2=CC=CC=C2 (BNAH). Reported procedure: The title compound 165 is prepared according to the procedure reported in Example 39.1 with compound 139 (100 mg, 0.20 mmol) and BNAH (43 mg, 1 equiv) as reactants. Yellow solid. (Yield 32.1 mg, 38%). Yields the product C(C)(=O)C1=CN(C=CC1CC1CC2=CC3=C(OCO3)C=C2C1=O)CC1=C(C=CC=C1)C (6-[[3-acetyl-1-(o-tolylmethyl)-4H-pyridin-4-yl]methyl]-5,6-dihydrocyclopenta[f][1,3]benzodioxol-7-one). The reactants are C(C)(C)(C)OC(=O)N1CCC(CC1)OC1=NC=C(C2=CC=CC=C12)NC(=O)NC=1N(N=C(C1)C(CF)(C)CF)C1=CC=C(C=C1)C (4-(4-{3-[5-(2-fluoro-1-fluoromethyl-1-methyl-ethyl)-2-p-tolyl-2H-pyrazol-3-yl]-ureido}-isoquinolin-1-yloxy)-piperidine-1-carboxylic acid tert-butyl ester), Cl (hydrogen chloride), O1CCOCC1 (dioxane). The solvent is ClCCl (dichloromethane). Product: Cl.FCC(C)(CF)C=1C=C(N(N1)C1=CC=C(C=C1)C)NC(=O)NC1=CN=C(C2=CC=CC=C12)OC1CCNCC1 (1-[5-(2-Fluoro-1-fluoromethyl-1-methyl-ethyl)-2-p-tolyl-2H-pyrazol-3-yl]-3-[1-(piperidin-4-yloxy)-isoquinolin-4-yl]-urea hydrochloride). Reaction SMILES: C(OC([N:8]1[CH2:13][CH2:12][CH:11]([O:14][C:15]2[C:24]3[C:19](=[CH:20][CH:21]=[CH:22][CH:23]=3)[C:18]([NH:25][C:26]([NH:28][C:29]3[N:30]([C:40]4[CH:45]=[CH:44][C:43]([CH3:46])=[CH:42][CH:41]=4)[N:31]=[C:32]([C:34]([CH2:38][F:39])([CH3:37])[CH2:35][F:36])[CH:33]=3)=[O:27])=[CH:17][N:16]=2)[CH2:10][CH2:9]1)=O)(C)(C)C.[ClH:47].O1CCOCC1>ClCCl>[ClH:47].[F:36][CH2:35][C:34]([C:32]1[CH:33]=[C:29]([NH:28][C:26]([NH:25][C:18]2[C:19]3[C:24](=[CH:23][CH:22]=[CH:21][CH:20]=3)[C:15]([O:14][CH:11]3[CH2:12][CH2:13][NH:8][CH2:9][CH2:10]3)=[N:16][CH:17]=2)=[O:27])[N:30]([C:40]2[CH:45]=[CH:44][C:43]([CH3:46])=[CH:42][CH:41]=2)[N:31]=1)([CH2:38][F:39])[CH3:37] |f:4.5|. Reported procedure: Stir 4-(4-{3-[5-(2-fluoro-1-fluoromethyl-1-methyl-ethyl)-2-p-tolyl-2H-pyrazol-3-yl]-ureido}-isoquinolin-1-yloxy)-piperidine-1-carboxylic acid tert-butyl ester (1.1 mmol, 0.6 g) and dissolve in 5 mL of dichloromethane and hydrogen chloride 4.0 M in dioxane (5.3 mmol, 1.3 mL) at room temperature overnight. Concentrate under reduced pressure. Triturate the white solid formed with diethyl ether. LCMS ES+ (m/z) 535 [M+H]. The reactants are BrC1=CC=C(C=C1)C=1N=C(SC1)N[C@@H](C(F)(F)F)C(=O)OC (Methyl N-[4-(4-bromophenyl)-1,3-thiazol-2-yl]-3,3,3-trifluoroalaninate), [H-].[Al+3].[Li+].[H-].[H-].[H-] (Lithium aluminum hydride). Solvent: O1CCCC1 (tetrahydrofuran). Reaction conditions: temperature 0 celsius, time 30 minute. Product: BrC1=CC=C(C=C1)C=1N=C(SC1)NC(CO)C(F)(F)F (2-{[4-(4-bromophenyl)-1,3-thiazol-2-yl]amino}-3,3,3-trifluoropropan-1-ol). Yield: 67.6%. RXN SMILES: [Br:1][C:2]1[CH:7]=[CH:6][C:5]([C:8]2[N:9]=[C:10]([NH:13][C@H:14]([C:19](OC)=[O:20])[C:15]([F:18])([F:17])[F:16])[S:11][CH:12]=2)=[CH:4][CH:3]=1.[H-].[Al+3].[Li+].[H-].[H-].[H-]>O1CCCC1>[Br:1][C:2]1[CH:7]=[CH:6][C:5]([C:8]2[N:9]=[C:10]([NH:13][CH:14]([C:15]([F:17])([F:16])[F:18])[CH2:19][OH:20])[S:11][CH:12]=2)=[CH:4][CH:3]=1 |f:1.2.3.4.5.6|. Procedure: Methyl N-[4-(4-bromophenyl)-1,3-thiazol-2-yl]-3,3,3-trifluoroalaninate (1.08 g, 2.70 mmol), prepared in the previous step, was dissolved in 50 mL of tetrahydrofuran and cooled to 0° C. Lithium aluminum hydride (1M solution in tetrahydrofuran, 5.5 mL, 5.5 mmol) was added slowly and the mixture was stirred for 30 min. The reaction was then quenched by careful addition of 0.2 mL H2O, followed by 0.2 mL of 15% aqueous KOH, then an additional 0.6 mL of H2O and the mixture was stirred for 30 min. The ...